Dataset: the Open Reaction Database (ORD), a public repository of structured organic reaction records. Task: describe an organic reaction: reactants, conditions, products, and yield Starting materials: [N+](=[N-])=C (diazomethane), CC1([C@@H]([C@H]1\C=C(/C(O)=O)\F)C(=O)O[C@@H](C1=CC(=CC=C1)OC1=CC=CC=C1)C#N)C ((S)α-cyano-3-phenoxy-benzyl (1R,trans) 2,2-dimethyl-3(E)-[2-fluoro-3-oxo-3-hydroxy-propenyl]-cyclopropane-1-carboxylate). Reagents/catalysts: C(C)(=O)O (acetic acid). The solvent is C(Cl)Cl (methylene chloride), C(Cl)Cl (methylene chloride). Reaction conditions: temperature 5 celsius, time 30 minute. The product is CC1([C@@H]([C@H]1\C=C(/C(OC)=O)\F)C(=O)O[C@@H](C1=CC(=CC=C1)OC1=CC=CC=C1)C#N)C ((S)α-cyano-3-phenoxy-benzyl (1R,trans) 2,2-dimethyl-3(E)-[2-fluoro-3-oxo-3-methoxy-propenyl]-cyclopropane-1-carboxylate). Reaction SMILES: [N+](=[CH2:3])=[N-].[CH3:4][C:5]1([CH3:33])[C@H:7](/[CH:8]=[C:9](/[F:13])\[C:10](=[O:12])[OH:11])[C@H:6]1[C:14]([O:16][C@H:17]([C:31]#[N:32])[C:18]1[CH:23]=[CH:22][CH:21]=[C:20]([O:24][C:25]2[CH:30]=[CH:29][CH:28]=[CH:27][CH:26]=2)[CH:19]=1)=[O:15]>C(Cl)Cl.C(O)(=O)C>[CH3:4][C:5]1([CH3:33])[C@H:7](/[CH:8]=[C:9](/[F:13])\[C:10](=[O:11])[O:12][CH3:3])[C@H:6]1[C:14]([O:16][C@H:17]([C:31]#[N:32])[C:18]1[CH:23]=[CH:22][CH:21]=[C:20]([O:24][C:25]2[CH:30]=[CH:29][CH:28]=[CH:27][CH:26]=2)[CH:19]=1)=[O:15]. Procedure details: A slight excess of diazomethane in methylene chloride solution was added at 5° to 10° C. to a solution of 860 mg of the product of Step A in 2 ml of methylene chloride and the mixture was stirred at 5° C. for 15 minutes and at room temperature for 30 minutes. A few drops of acetic acid were added to the mixture which was then evaporated to dryness to obtain 950 mg of an oil residue. The latter was chromatographed over silica gel and was eluted with an 85-15 hexane-ethyl acetate mixture to obtain... Reactants: C1(=CC=CC=C1)C=1N=C(OC1C1=CC=CC=C1)C1=C(CCC1)CC1=CC(=CC=C1)OC (1-(4,5-diphenyloxazol-2-yl)-2-(3-methoxybenzyl)cyclopentene), C1(=CC=CC=C1)C=1N=C(OC1C1=CC=CC=C1)C1=CCCC1CC1=CC(=CC=C1)OC (1-(4,5-diphenyloxazol-2-yl)-5-(3-methoxybenzyl)cyclopentene), C1(=CC=CC=C1)C=1N=C(OC1C1=CC=CC=C1)C1=C(CCC1)CC1=CC(=CC=C1)O (1-(4,5-diphenyloxazol-2-yl)-2-(3-hydroxybenzyl)cyclopentene), C1(=CC=CC=C1)C=1N=C(OC1C1=CC=CC=C1)C1=CCCC1CC1=CC(=CC=C1)O (1-(4,5-diphenyloxazol-2-yl)-5-(3-hydroxybenzyl)-cyclopentene), B(Br)(Br)Br (boron tribromide), 0C. Solvent: C(Cl)Cl (methylene chloride), C(C)(=O)OCC (ethyl acetate), C(Cl)Cl (methylene chloride). Run at temperature 0 celsius, time 2 hour. Yields the product C1(=CC=CC=C1)C=1N=C(OC1C1=CC=CC=C1)C1=C(CCC1)CC=1C=C(OCC(=O)OCC)C=CC1 (ethyl [3-[[2-(4,5-diphenyloxazol-2-yl)-1-cyclopenten-1-yl]methyl]phenoxy]acetate). As a reaction SMILES: [C:1]1([C:7]2[N:8]=[C:9]([C:18]3[CH2:22][CH2:21][CH2:20][C:19]=3[CH2:23][C:24]3[CH:29]=[CH:28][CH:27]=[C:26]([O:30][CH3:31])[CH:25]=3)[O:10][C:11]=2[C:12]2[CH:17]=[CH:16][CH:15]=[CH:14][CH:13]=2)[CH:6]=[CH:5][CH:4]=[CH:3][CH:2]=1.C1(C2N=C(C3C(CC4C=C[CH:58]=[C:57]([O:61][CH3:62])C=4)CCC=3)OC=2C2C=CC=CC=2)C=CC=CC=1.B(Br)(Br)Br.C1(C2N=C(C3CCCC=3CC3C=CC=C(O)C=3)[O:76]C=2C2C=CC=CC=2)C=CC=CC=1.C1(C2N=C(C3C(CC4C=CC=C(O)C=4)CCC=3)OC=2C2C=CC=CC=2)C=CC=CC=1>C(Cl)Cl.C(OCC)(=O)C>[C:1]1([C:7]2[N:8]=[C:9]([C:18]3[CH2:22][CH2:21][CH2:20][C:19]=3[CH2:23][C:24]3[CH:25]=[C:26]([CH:27]=[CH:28][CH:29]=3)[O:30][CH2:31][C:62]([O:61][CH2:57][CH3:58])=[O:76])[O:10][C:11]=2[C:12]2[CH:17]=[CH:16][CH:15]=[CH:14][CH:13]=2)[CH:2]=[CH:3][CH:4]=[CH:5][CH:6]=1. Procedure details: To a solution of a mixture of 1-(4,5-diphenyloxazol-2-yl)-2-(3-methoxybenzyl)cyclopentene and 1-(4,5-diphenyloxazol-2-yl)-5-(3-methoxybenzyl)cyclopentene (2 g) in methylene chloride (30 ml) was added boron tribromide in methylene chloride (1M, 9.8 ml) at 0C. After being stirred for 2 hours at 0° C., the solvent was evaporated in vacuo to give a residue containing a mixture of 1-(4,5-diphenyloxazol-2-yl)-2-(3-hydroxybenzyl)cyclopentene and 1-(4,5-diphenyloxazol-2-yl)-5-(3-hydroxybenzyl)-cyclopent... The reactants are FC=1C=C(C=C(C1B1OC(C(O1)(C)C)(C)C)F)C(C)O (1-(3,5-difluoro-4-(4,4,5,5-tetramethyl-1,3,2-dioxaborolan-2-yl)phenyl)ethanol), FC=1C=C(C=C(C1)F)C1(CCC1)O (1-(3,5-difluorophenyl)cyclobutanol). Product: FC=1C=C(C=C(C1B1OC(C(O1)(C)C)(C)C)F)C1(CCC1)O (1-(3,5-difluoro-4-(4,4,5,5-tetramethyl-1,3,2-dioxaborolan-2-yl)phenyl)cyclobutanol). RXN SMILES: [F:1][C:2]1[CH:3]=[C:4]([CH:18]([OH:20])[CH3:19])[CH:5]=[C:6]([F:17])[C:7]=1[B:8]1[O:12][C:11]([CH3:14])([CH3:13])[C:10]([CH3:16])([CH3:15])[O:9]1.F[C:22]1C=C(C2(O)CCC2)C=C(F)[CH:27]=1>>[F:17][C:6]1[CH:5]=[C:4]([C:18]2([OH:20])[CH2:27][CH2:22][CH2:19]2)[CH:3]=[C:2]([F:1])[C:7]=1[B:8]1[O:12][C:11]([CH3:13])([CH3:14])[C:10]([CH3:15])([CH3:16])[O:9]1. Reported procedure: Following the procedure of Intermediate 106, replacing 1-(3,5-difluorophenyl)ethanol with 1-(3,5-difluorophenyl)cyclobutanol (see US2012/225062) provided the title compound. The reactants are [BH4-], CC(C)(C)OC(=O)NCCCCN, CCCCCCCCC=CCCCCCCCCOc1ccc(C=O)cc1OCCCCCCCCC=CCCCCCCCC, CO, ClCCl, [Na+]. Product: CCCCCCCCC=CCCCCCCCCOc1ccc(CNCCCCNC(=O)OC(C)(C)C)cc1OCCCCCCCCC=CCCCCCCCC. Reaction SMILES: [BH4-:60].[C:1]([CH3:2])([CH3:3])([CH3:4])[O:5][C:6]([NH:7][CH2:8][CH2:9][CH2:10][CH2:11][NH2:12])=[O:13].[CH2:14]([CH2:15][CH2:16][CH2:17][CH2:18][CH2:19][CH2:20][CH2:21][CH:22]=[CH:23][CH2:24][CH2:25][CH2:26][CH2:27][CH2:28][CH2:29][CH2:30][CH3:31])[O:32][c:33]1[cH:34][c:35]([CH:36]=[O:37])[cH:38][cH:39][c:40]1[O:41][CH2:42][CH2:43][CH2:44][CH2:45][CH2:46][CH2:47][CH2:48][CH2:49][CH:50]=[CH:51][CH2:52][CH2:53][CH2:54][CH2:55][CH2:56][CH2:57][CH2:58][CH3:59].[CH3:65][OH:66].[Cl:62][CH2:63][Cl:64].[Na+:61]>>[C:1]([CH3:2])([CH3:3])([CH3:4])[O:5][C:6]([NH:7][CH2:8][CH2:9][CH2:10][CH2:11][NH:12][CH2:36][c:35]1[cH:34][c:33]([O:32][CH2:14][CH2:15][CH2:16][CH2:17][CH2:18][CH2:19][CH2:20][CH2:21][CH:22]=[CH:23][CH2:24][CH2:25][CH2:26][CH2:27][CH2:28][CH2:29][CH2:30][CH3:31])[c:40]([O:41][CH2:42][CH2:43][CH2:44][CH2:45][CH2:46][CH2:47][CH2:48][CH2:49][CH:50]=[CH:51][CH2:52][CH2:53][CH2:54][CH2:55][CH2:56][CH2:57][CH2:58][CH3:59])[cH:39][cH:38]1)=[O:13]. The reactants are ClC1=NC2=CC(=C(C=C2N=C1Cl)Cl)Cl (2,3,6,7-tetrachloroquinoxaline), COC(CN)OC (aminoacetaldehyde dimethyl acetal). Product: ClC=1C=C2NC(C=3N(C2=CC1Cl)C=CN3)=O (7,8-dichloroimidazo[1,2-a]quinoxalin-4(5H)-one). As a reaction SMILES: Cl[C:2]1[C:11](Cl)=[N:10][C:9]2[C:4](=[CH:5][C:6]([Cl:14])=[C:7]([Cl:13])[CH:8]=2)[N:3]=1.CO[CH:17]([O:20]C)[CH2:18][NH2:19]>>[Cl:13][C:7]1[CH:8]=[C:9]2[C:4](=[CH:5][C:6]=1[Cl:14])[N:3]1[CH:2]=[CH:11][N:19]=[C:18]1[C:17](=[O:20])[NH:10]2. Procedure details: By reacting 2,3,6,7-tetrachloroquinoxaline with aminoacetaldehyde dimethyl acetal, following a procedure that is similar to that described in example 1, there is obtained 7,8-dichloroimidazo[1,2-a]quinoxalin-4(5H)-one (m.p. >300° C.). By reacting this product with cyclopentylamine according to the method described in example 3, there is obtained 4-cyclopentylamino-7,8-dichloroimidazo[1,2-a]quinoxaline. m.p. (DSC)=139.4° C.(onset); IR (KBr): 3247, 2961, 1589, 1556 cm-1 ; 1H-NMR (CDCl3): δ7.8 (2H,...